Task: describe an organic reaction: reactants, conditions, products, and yield. Dataset: the Open Reaction Database (ORD), a public repository of structured organic reaction records Reactants: OC1=C(C(=O)OC)C=CC(=C1)OC (methyl 2-hydroxy-4-methoxybenzoate), C1(CC1)N (cyclopropyl amine). Run at time 5 day. Yields the product C1(CC1)NC(C1=C(C=C(C=C1)OC)O)=O (N-Cyclopropyl-2-hydroxy-4-methoxybenzamide). Reaction SMILES: [OH:1][C:2]1[CH:11]=[C:10]([O:12][CH3:13])[CH:9]=[CH:8][C:3]=1[C:4]([O:6]C)=O.[CH:14]1([NH2:17])[CH2:16][CH2:15]1>>[CH:14]1([NH:17][C:4](=[O:6])[C:3]2[CH:8]=[CH:9][C:10]([O:12][CH3:13])=[CH:11][C:2]=2[OH:1])[CH2:16][CH2:15]1. Reported procedure: A suspension of methyl 2-hydroxy-4-methoxybenzoate (5.1 g, 28.0 mmol) in cyclopropyl amine 24 mL) was stirred at room temperature for 5 days. The volatiles were removed in vacuo and the residue was purified by silica gel flash chromatography (0-60% ethyl acetate in petroleum ether) to give the subtitled compound (1.8 g). Reactants: FC1=CC=C(C=C1)C1=NN2C(C=C(C=C2)C=2C=C(C(=O)O)C=CC2C)=C1C(NC)=O (3-(2-(4-fluorophenyl)-3-(methylcarbamoyl)pyrazolo[1,5-a]pyridin-5-yl)-4-methylbenzoic acid), Cl.FC1=CC=C(C=C1)C1(CC1)N (1-(4-fluorophenyl)cyclopropanamine hydrochloride). Yields the product C(C)(=O)[O-].[NH4+] (ammonium acetate), FC1=CC=C(C=C1)C1=NN2C(C=C(C=C2)C2=C(C=CC(=C2)C(NC2(CC2)C2=CC=C(C=C2)F)=O)C)=C1C(=O)NC (2-(4-fluorophenyl)-5-(5-(1-(4-fluorophenyl)cyclopropylcarbamoyl)-2-methylphenyl)-N-methylpyrazolo[1,5-a]pyridine-3-carboxamide). As a reaction SMILES: [F:1][C:2]1[CH:7]=[CH:6][C:5]([C:8]2[C:26]([C:27](=[O:30])[NH:28][CH3:29])=[C:11]3[CH:12]=[C:13]([C:16]4[CH:17]=[C:18]([CH:22]=[CH:23][C:24]=4[CH3:25])[C:19]([OH:21])=[O:20])[CH:14]=[CH:15][N:10]3[N:9]=2)=[CH:4][CH:3]=1.Cl.[F:32][C:33]1[CH:38]=[CH:37][C:36]([C:39]2([NH2:42])[CH2:41][CH2:40]2)=[CH:35][CH:34]=1>>[C:19]([O-:21])(=[O:20])[CH3:18].[NH4+:9].[F:1][C:2]1[CH:3]=[CH:4][C:5]([C:8]2[C:26]([C:27]([NH:28][CH3:29])=[O:30])=[C:11]3[CH:12]=[C:13]([C:16]4[CH:17]=[C:18]([C:19](=[O:21])[NH:42][C:39]5([C:36]6[CH:37]=[CH:38][C:33]([F:32])=[CH:34][CH:35]=6)[CH2:41][CH2:40]5)[CH:22]=[CH:23][C:24]=4[CH3:25])[CH:14]=[CH:15][N:10]3[N:9]=2)=[CH:6][CH:7]=1 |f:1.2,3.4|. Reported procedure: 2-(4-fluorophenyl)-5-(5-(1-(4-fluorophenyl)cyclopropylcarbamoyl)-2-methylphenyl)-N-methylpyrazolo[1,5-a]pyridine-3-carboxamide was prepared from 3-(2-(4-fluorophenyl)-3-(methylcarbamoyl)pyrazolo[1,5-a]pyridin-5-yl)-4-methylbenzoic acid (0.016 g, 0.040 mmol) and 1-(4-fluorophenyl)cyclopropanamine hydrochloride (0.011 g, 0.059 mmol). The resultant residue was purified using preparative HPLC (Waters—Xbridge, 50×100 mm, 5 micron, C18 column; 0.1M ammonium acetate, 10-100% B (B=5% H2O/CH3CN)/A (A=95%...